Dataset: the Open Reaction Database (ORD), a public repository of structured organic reaction records. Task: describe an organic reaction: reactants, conditions, products, and yield Reactants: C(C1=CC=CC=C1)OC(=O)NC(=N)C1=CC=C(C=C1)C1=NC2=C(N1C)C=CC=C2C(=O)O (2-(4-benzyloxycarbonylamidino-phenyl)-1-methyl-benzimidazole-4-carboxylic acid), N[C@@H](CC(=O)OCC1=CC=CC=C1)C(=O)OCC1=CC=CC=C1 (dibenzyl aspartate), N1(N=NC2=C1C=CC=C2)OC(=[N+](C)C)N(C)C.F[B-](F)(F)F (2-(1H-benztriazol-1-yl)-1,1,3,3-tetramethyluronium tetrafluoroborate). Solvent: O1CCCC1 (tetrahydrofuran). RXN SMILES: [CH2:1]([O:8][C:9]([NH:11][C:12]([C:14]1[CH:19]=[CH:18][C:17]([C:20]2[N:24]([CH3:25])[C:23]3[CH:26]=[CH:27][CH:28]=[C:29](C(O)=O)[C:22]=3[N:21]=2)=[CH:16][CH:15]=1)=[NH:13])=[O:10])[C:2]1[CH:7]=[CH:6][CH:5]=[CH:4][CH:3]=1.[NH2:33][C@H:34]([C:46]([O:48][CH2:49][C:50]1[CH:55]=[CH:54][CH:53]=[CH:52][CH:51]=1)=[O:47])[CH2:35][C:36]([O:38][CH2:39][C:40]1[CH:45]=[CH:44][CH:43]=[CH:42][CH:41]=1)=[O:37].N1([O:65][C:66](N(C)C)=[N+](C)C)C2C=CC=CC=2N=N1.F[B-](F)(F)F>O1CCCC1>[CH2:1]([O:8][C:9]([NH:11][C:12]([C:14]1[CH:19]=[CH:18][C:17]([C:20]2[N:24]([CH3:25])[C:23]3[CH:26]=[CH:27][C:28]([C:66]([NH:33][CH:34]([C:46]([O:48][CH2:49][C:50]4[CH:51]=[CH:52][CH:53]=[CH:54][CH:55]=4)=[O:47])[CH2:35][C:36]([O:38][CH2:39][C:40]4[CH:45]=[CH:44][CH:43]=[CH:42][CH:41]=4)=[O:37])=[O:65])=[CH:29][C:22]=3[N:21]=2)=[CH:16][CH:15]=1)=[NH:13])=[O:10])[C:2]1[CH:7]=[CH:6][CH:5]=[CH:4][CH:3]=1 |f:2.3|. Product: C(C1=CC=CC=C1)OC(=O)NC(=N)C1=CC=C(C=C1)C1=NC2=C(N1C)C=CC(=C2)C(=O)NC(CC(=O)OCC2=CC=CC=C2)C(=O)OCC2=CC=CC=C2 (2-(4-Benzyloxycarbonylamidino-phenyl)-5-[(1,2-bis-benzyloxycarbonyl-ethyl)-aminocarbonyl]-1-methyl-benzimidazole). Procedure: Prepared from 2-(4-benzyloxycarbonylamidino-phenyl)-1-methyl-benzimidazole-4-carboxylic acid and dibenzyl aspartate with the addition of 2-(1H-benztriazol-1-yl)-1,1,3,3-tetramethyluronium-tetrafluoroborate in tetrahydrofuran.